This data is from the Open Reaction Database (ORD), a public repository of structured organic reaction records. The task is: describe an organic reaction: reactants, conditions, products, and yield Reactants: FC1=C(C=C(C=C1)C1=CN=C2N1C=CC(=N2)C=O)C=2C(=CC=CC2)C#N (2′-fluoro-5′-(7-formylimidazo[1,2-α]pyrimidin-3-yl)biphenyl-2-carbonitrile), NO (hydroxylamine). The solvent is CO (methanol), O (water). Conditions: temperature 60 celsius. Product: FC1=C(C=C(C=C1)C1=CN=C2N1C=CC(=N2)C=NO)C=2C(=CC=CC2)C#N (2′-fluoro-5′-[7-(hydroxyiminomethyl)imidazo[1,2-α]pyrimidin-3-yl]biphenyl-2-carbonitrile). RXN SMILES: [F:1][C:2]1[CH:7]=[CH:6][C:5]([C:8]2[N:12]3[CH:13]=[CH:14][C:15]([CH:17]=O)=[N:16][C:11]3=[N:10][CH:9]=2)=[CH:4][C:3]=1[C:19]1[C:20]([C:25]#[N:26])=[CH:21][CH:22]=[CH:23][CH:24]=1.[NH2:27][OH:28]>CO.O>[F:1][C:2]1[CH:7]=[CH:6][C:5]([C:8]2[N:12]3[CH:13]=[CH:14][C:15]([CH:17]=[N:27][OH:28])=[N:16][C:11]3=[N:10][CH:9]=2)=[CH:4][C:3]=1[C:19]1[C:20]([C:25]#[N:26])=[CH:21][CH:22]=[CH:23][CH:24]=1. Reported procedure: A suspension of 2′-fluoro-5′-(7-formylimidazo[1,2-α]pyrimidin-3-yl)biphenyl-2-carbonitrile (260 mg, 0.8 mmol) in methanol (3 ml) was treated with hydroxylamine (0.13 ml of a 50 wt. % solution in water) then heated at 60° C. for 3 h. The reaction was cooled to 0° C., the solid collected by filtration and washed with a little cold methanol to afford 2′-fluoro-5′-[7-(hydroxyiminomethyl)imidazo[1,2-α]pyrimidin-3-yl]biphenyl-2-carbonitrile as a yellow solid. This solid was suspended in dichloromethan... Starting materials: S(=O)(=O)([O-])OOS(=O)(=O)[O-].[NH4+].[NH4+] (Ammonium persulphate), CN(C)CC1=CC=NC=C1 (4-dimethylaminomethylpyridine), CO (methanol), S(O)(O)(=O)=O (sulphuric acid). Run in O (water), O (water), O (water). Product: CN(C)CC1=CC(=NC=C1)CO (4-dimethylaminomethyl-2-hydroxymethylpyridine). As a reaction SMILES: S(OOS([O-])(=O)=O)([O-])(=O)=O.[NH4+].[NH4+].[CH3:13][N:14]([CH2:16][C:17]1[CH:22]=[CH:21][N:20]=[CH:19][CH:18]=1)[CH3:15].[CH3:23][OH:24].S(=O)(=O)(O)O>O>[CH3:13][N:14]([CH2:16][C:17]1[CH:22]=[CH:21][N:20]=[C:19]([CH2:23][OH:24])[CH:18]=1)[CH3:15] |f:0.1.2|. Procedure: Ammonium persulphate (102.7 g) in water (200 ml) was added over 40 minutes to a refluxing solution of 4-dimethylaminomethylpyridine (40.86 g), methanol (450 ml), water (210 ml) and concentrated sulphuric acid (30 ml). The resulting solution was refluxed for 2 hours, water (300 ml) was added and the methanol was distilled off. The cooled solution was basified and extracted with chloroform to give 4-dimethylaminomethyl-2-hydroxymethylpyridine (19.65 g) b.p. 92°-120°/0.06 mm Hg. The reactants are CC(CCCC(C)=O)CCCC(CCCC(C)C)C (6,10,14-trimethyl pentadecan-2-one), CC(=CCC/C(=C/CC/C(=C/C=O)/C)/C)C (farnesal), CC([O-])C.[Al+3].CC([O-])C.CC([O-])C (aluminum isopropoxide), [C-]#[C-] (acetylide), CC(CCCC(C)=O)CCCC(CCCC(C)C)C (6,10,14-trimethyl pentadecan-2-one), alcohol, olefin, CC(=CCC/C(=C/CC/C(=C/C=O)/C)/C)C (farnesal), dehydrofarnesyl acetone, dehydrofarnesyl acetone, vitamin E, OCC=C(C)CCC=C(C)CCC=C(C)C (farnesol), OCC=C(C)CCC=C(C)CCC=C(C)C (Farnesol). Run in CC(=O)C (acetone), CC(=O)C (acetone). Product: CC(C)CCCC(C)CCCC(C)CCCC(C)(C=C)O (isophytol). Reaction SMILES: O[CH2:2][CH:3]=C(CCC=C(CCC=C(C)C)C)C.CC(C)=CCC/C(/C)=C/CC/C(/C)=C/C=O.CC(C)[O-].[Al+3].CC(C)[O-].CC(C)[O-].[CH3:46][CH:47]([CH2:54][CH2:55][CH2:56][CH:57]([CH3:64])[CH2:58][CH2:59][CH2:60][CH:61]([CH3:63])[CH3:62])[CH2:48][CH2:49][CH2:50][C:51](=[O:53])[CH3:52].[C-]#[C-]>CC(C)=O>[CH3:62][CH:61]([CH2:60][CH2:59][CH2:58][CH:57]([CH2:56][CH2:55][CH2:54][CH:47]([CH2:48][CH2:49][CH2:50][C:51]([OH:53])([CH:2]=[CH2:3])[CH3:52])[CH3:46])[CH3:64])[CH3:63] |f:2.3.4.5|. Reported procedure: A particularly preferred embodiment of synthesizing vitamin E from farnesol is illustrated in FIG. 3. Farnesol 3-8 is oxidized to farnesal 3-9 under Oppenauer oxidation conditionS using aluminum isopropoxide and acetone. Farnesal 3-9 is then converted to dehydrofarnesyl acetone 3-10 by an aldol condensation reaction with acetone. Reduction of olefin moieties on dehydrofarnesyl acetone 3-10 by hydrogenation then produces 6,10,14-trimethyl pentadecan-2-one 3-11. Addition of acetylide to the ketone... Reactants: 146, C(C)(C)(C)OC(=O)NC(C(=O)OCCCC=1C=C2C(=C(C=NC2=C(C1)F)C(=O)NCC1=CC=C(C=C1)Cl)O)C(C)C (3-(3-{[(4-Chlorobenzyl)amino]carbonyl}-8-fluoro-4-hydroxy-6-quinolinyl)propyl 2-[(tert-butoxycarbonyl)amino]-3-methylbutanoate). Solvent: FC(C(=O)O)(F)F (trifluoroacetic acid), C(Cl)Cl (CH2Cl2). Yields the product NC(C(=O)OCCCC=1C=C2C(=C(C=NC2=C(C1)F)C(=O)NCC1=CC=C(C=C1)Cl)O)C(C)C (3-(3-{[(4-Chlorobenzyl)amino]carbonyl}-8-fluoro-4-hydroxy-6-quinolinyl)propyl 2-amino-3-methylbutanoate). As a reaction SMILES: C(OC([NH:8][CH:9]([CH:39]([CH3:41])[CH3:40])[C:10]([O:12][CH2:13][CH2:14][CH2:15][C:16]1[CH:17]=[C:18]2[C:23](=[C:24]([F:26])[CH:25]=1)[N:22]=[CH:21][C:20]([C:27]([NH:29][CH2:30][C:31]1[CH:36]=[CH:35][C:34]([Cl:37])=[CH:33][CH:32]=1)=[O:28])=[C:19]2[OH:38])=[O:11])=O)(C)(C)C>FC(F)(F)C(O)=O.C(Cl)Cl>[NH2:8][CH:9]([CH:39]([CH3:41])[CH3:40])[C:10]([O:12][CH2:13][CH2:14][CH2:15][C:16]1[CH:17]=[C:18]2[C:23](=[C:24]([F:26])[CH:25]=1)[N:22]=[CH:21][C:20]([C:27]([NH:29][CH2:30][C:31]1[CH:32]=[CH:33][C:34]([Cl:37])=[CH:35][CH:36]=1)=[O:28])=[C:19]2[OH:38])=[O:11]. Procedure details: 3-(3-{[(4-Chlorobenzyl)amino]carbonyl}-8-fluoro-4-hydroxy-6-quinolinyl)propyl 2-[(tert-butoxycarbonyl)amino]-3-methylbutanoate from Example No. 146 (0.13 g) is stirred in a mixture of 4 mL trifluoroacetic acid and 7 mL CH2Cl2 at 0° C. for approximately 1.5 h. Once the reaction is complete, the mixture is partitioned between CH2Cl2 and saturated NaHCO3. After the TFA is neutralized, any undissolved material is filtered off. The organic layer is washed once with water. The combined aqueous layers ... The reactants are ClC1=CC(=CC=C1)C(=O)OO (metachloroperbenzoic acid), C(C=C)N(S(=O)(=O)C1=CC=C(C=C1)O)C(C1=CC=CC=C1)C (N-allyl-N-α-methylbenzyl-4-hydroxybenzenesulfonamide). Solvent: C(Cl)(Cl)Cl (chloroform), C(Cl)(Cl)Cl (chloroform). Yields the product O1C(CN(S(=O)(=O)C2=CC=C(C=C2)O)C(C2=CC=CC=C2)C)C1 (N-(2,3-epoxypropyl)-N-α-methylbenzyl-4-hydroxybenzenesulfonamide). Isolated yield 85.3%. As a reaction SMILES: [CH2:1]([N:4]([CH:15]([CH3:22])[C:16]1[CH:21]=[CH:20][CH:19]=[CH:18][CH:17]=1)[S:5]([C:8]1[CH:13]=[CH:12][C:11]([OH:14])=[CH:10][CH:9]=1)(=[O:7])=[O:6])[CH:2]=[CH2:3].ClC1C=CC=C(C(OO)=[O:31])C=1>C(Cl)(Cl)Cl>[O:31]1[CH2:3][CH:2]1[CH2:1][N:4]([CH:15]([CH3:22])[C:16]1[CH:21]=[CH:20][CH:19]=[CH:18][CH:17]=1)[S:5]([C:8]1[CH:13]=[CH:12][C:11]([OH:14])=[CH:10][CH:9]=1)(=[O:7])=[O:6]. Reported procedure: 5 ml of chloroform solution containing 1 g (3.2 mmol) of N-allyl-N-α-methylbenzyl-4-hydroxybenzenesulfonamide was added to 30 ml of a chloroform solution of 828 mg (4.8 mmol) of metachloroperbenzoic acid, followed by refluxing for 2 hours. After completion of the reaction, the chloroform solution was washed with an aqueous sodium thiosulfate solution and then an aqueous sodium bicarbonate solution. After drying, the solvent was distilled off and the resulting crude product was purified by the si...